From a dataset of the Open Reaction Database (ORD), a public repository of structured organic reaction records. describe an organic reaction: reactants, conditions, products, and yield The reactants are CO, COC(=O)c1ccc(CN2CC3CC2CN3Cc2ccc(OCC(F)(F)C(F)F)cc2)cc1, [Na+], [OH-]. Product: O=C(O)c1ccc(CN2CC3CC2CN3Cc2ccc(OCC(F)(F)C(F)F)cc2)cc1. Reaction SMILES: [CH3:36][OH:37].[F:1][C:2]([CH2:3][O:4][c:5]1[cH:6][cH:7][c:8]([CH2:11][N:12]2[CH:13]3[CH2:14][N:15]([CH2:19][c:20]4[cH:21][cH:22][c:23]([C:24](=[O:25])[O:26][CH3:27])[cH:28][cH:29]4)[CH:16]([CH2:17]2)[CH2:18]3)[cH:9][cH:10]1)([CH:30]([F:31])[F:32])[F:33].[Na+:35].[OH-:34]>>[F:1][C:2]([CH2:3][O:4][c:5]1[cH:6][cH:7][c:8]([CH2:11][N:12]2[CH:13]3[CH2:14][N:15]([CH2:19][c:20]4[cH:21][cH:22][c:23]([C:24](=[O:25])[OH:26])[cH:28][cH:29]4)[CH:16]([CH2:17]2)[CH2:18]3)[cH:9][cH:10]1)([CH:30]([F:31])[F:32])[F:33].